This data is from the Open Reaction Database (ORD), a public repository of structured organic reaction records. The task is: describe an organic reaction: reactants, conditions, products, and yield Starting materials: NC1CCN(CC1)CCN1C(C=NC2=CC=C(C=C12)OC)=O (1-(2-(4-aminopiperidin-1-yl)ethyl)-7-methoxyquinoxalin-2(1H)-one), S1C(=CC=C1)C1=CC(=NO1)C=O (5-(2-thienyl)-3-isoxazolecarbaldehyde), C(O)([O-])=O.[Na+] (sodium hydrogen carbonate), C(C)(=O)O[BH-](OC(C)=O)OC(C)=O.[Na+] (sodium triacetoxyborohydride). The solvent is C(C)(=O)O (acetic acid), C(Cl)(Cl)Cl (chloroform). Conditions: time 2 hour. Yields the product COC1=CC=C2N=CC(N(C2=C1)CCN1CCC(CC1)NCC1=NOC(=C1)C=1SC=CC1)=O (7-methoxy-1-(2-(4-((5-(thiophen-2-yl)isoxazol-3-yl)methylamino)piperidin-1-yl)ethyl)quinoxalin-2(1H)-one). The yield is 90.8%. Reaction SMILES: [NH2:1][CH:2]1[CH2:7][CH2:6][N:5]([CH2:8][CH2:9][N:10]2[C:19]3[C:14](=[CH:15][CH:16]=[C:17]([O:20][CH3:21])[CH:18]=3)[N:13]=[CH:12][C:11]2=[O:22])[CH2:4][CH2:3]1.[S:23]1[CH:27]=[CH:26][CH:25]=[C:24]1[C:28]1[O:32][N:31]=[C:30]([CH:33]=O)[CH:29]=1.C(O[BH-](OC(=O)C)OC(=O)C)(=O)C.[Na+].C(=O)([O-])O.[Na+]>C(O)(=O)C.C(Cl)(Cl)Cl>[CH3:21][O:20][C:17]1[CH:18]=[C:19]2[C:14]([N:13]=[CH:12][C:11](=[O:22])[N:10]2[CH2:9][CH2:8][N:5]2[CH2:4][CH2:3][CH:2]([NH:1][CH2:33][C:30]3[CH:29]=[C:28]([C:24]4[S:23][CH:27]=[CH:26][CH:25]=4)[O:32][N:31]=3)[CH2:7][CH2:6]2)=[CH:15][CH:16]=1 |f:2.3,4.5|. Procedure: To 10 mL of a chloroform solution containing 500 mg of 1-(2-(4-aminopiperidin-1-yl)ethyl)-7-methoxyquinoxalin-2(1H)-one and 267 mg of 5-(2-thienyl)-3-isoxazolecarbaldehyde, 100 mg of acetic acid was added, and stirred at room temperature for 2 hours. To the reaction mixture, 526 mg of sodium triacetoxyborohydride was added, and stirred for 18 hours. Aqueous saturated sodium hydrogen carbonate solution was added, and the organic layer was separated. The organic layer was washed with aqueous satur... Reactants: C1=CCCCC1, Cc1nc2ccc([N+](=O)[O-])cc2c(=O)n1C1CCC(=O)NC1=O, CC#N, CN(C)C=O, O. The product is Cc1nc2ccc(N)cc2c(=O)n1C1CCC(=O)NC1=O. As a reaction SMILES: [CH2:28]1[CH2:29][CH:30]=[CH:31][CH2:32][CH2:33]1.[CH3:1][c:2]1[n:3][c:4]2[cH:5][cH:6][c:7]([N+:21]([O-:22])=[O:23])[cH:8][c:9]2[c:10](=[O:20])[n:11]1[CH:12]1[C:13](=[O:19])[NH:14][C:15](=[O:18])[CH2:16][CH2:17]1.[CH3:24][C:25]#[N:26].[O:34]=[CH:35][N:36]([CH3:37])[CH3:38].[OH2:27]>>[CH3:1][c:2]1[n:3][c:4]2[cH:5][cH:6][c:7]([NH2:21])[cH:8][c:9]2[c:10](=[O:20])[n:11]1[CH:12]1[C:13](=[O:19])[NH:14][C:15](=[O:18])[CH2:16][CH2:17]1. Starting materials: IC1=CC=C(N)C=C1 (4-iodoaniline), C(C)OC=C(C(=O)OCC)C(=O)OCC (diethyl (ethoxymethylene)malonate). Conditions: temperature 60 celsius, time 1 hour. Product: IC1=CC=C(C=C1)NC=C(C(=O)OCC)C(=O)OCC (Diethyl {[(4-iodophenyl)amino]methylidene}propanedioate). RXN SMILES: [I:1][C:2]1[CH:8]=[CH:7][C:5]([NH2:6])=[CH:4][CH:3]=1.C(O[CH:12]=[C:13]([C:19]([O:21][CH2:22][CH3:23])=[O:20])[C:14]([O:16][CH2:17][CH3:18])=[O:15])C>>[I:1][C:2]1[CH:8]=[CH:7][C:5]([NH:6][CH:12]=[C:13]([C:14]([O:16][CH2:17][CH3:18])=[O:15])[C:19]([O:21][CH2:22][CH3:23])=[O:20])=[CH:4][CH:3]=1. Procedure: A mixture of 4-iodoaniline (208 g) (available from Aldrich) and diethyl (ethoxymethylene)malonate (210 ml) (available from Aldrich) was heated to ca. 60° C., whereupon the mixture set solid. Heating was continued to 100° C., and then the mixture was removed from heating and broken up. Heating was continued at 100° C. for 1 h, and the solid was collected, washed with cyclohexane (1 L) and ethanol (2×500 ml), and dried in vacuo at 40° C. overnight to give the title compound as a white solid (356 g... Reactants: COC(=O)C=O, CC(=O)O, CC1CN(C2(c3ccc(Cl)cc3)CCCCC2)CCN1, ClCCl, O. Product: COC(=O)CN1CCN(C2(c3ccc(Cl)cc3)CCCCC2)CC1C. As a reaction SMILES: [C:21]([CH:22]=[O:23])(=[O:24])[O:25][CH3:26].[CH3:27][C:28](=[O:29])[OH:30].[Cl:1][c:2]1[cH:3][cH:4][c:5]([C:8]2([N:14]3[CH2:15][CH:16]([CH3:20])[NH:17][CH2:18][CH2:19]3)[CH2:9][CH2:10][CH2:11][CH2:12][CH2:13]2)[cH:6][cH:7]1.[Cl:31][CH2:32][Cl:33].[OH2:34]>>[Cl:1][c:2]1[cH:3][cH:4][c:5]([C:8]2([N:14]3[CH2:15][CH:16]([CH3:20])[N:17]([CH2:22][C:21](=[O:24])[O:25][CH3:26])[CH2:18][CH2:19]3)[CH2:9][CH2:10][CH2:11][CH2:12][CH2:13]2)[cH:6][cH:7]1.